This data is from the Open Reaction Database (ORD), a public repository of structured organic reaction records. The task is: describe an organic reaction: reactants, conditions, products, and yield Reactants: C(C)(C)(C)OC(=O)N1CCC(CC1)C=1C=NC=C(C1C#N)C=1C=NC=2N(CCCC2C1)C(N)=O (5-(8-carbamoyl-5,6,7,8-tetrahydro-[1,8]naphthyridin-3-yl)-4-cyano-3′,4′,5′,6′-tetrahydro-2′H-[3,4′]bipyridinyl-1′-carboxylic acid tert-butyl ester), FC(C(=O)O)(F)F (trifluoroacetic acid). The solvent is C(Cl)Cl (DCM). Run at time 16 hour. The product is C(C)(=O)N1CCC(CC1)C=1C=NC=C(C1C#N)C=1C=C2CCCN(C2=NC1)C(=O)N (6-(1′-Acetyl-4-cyano-1′,2′,3′,4′,5′,6′-hexahydro-[3,4′]bipyridinyl-5-yl)-3,4-dihydro-2H-[1,8]naphthyridine-1-carboxylic acid amide). RXN SMILES: C([O:5][C:6]([N:8]1[CH2:13][CH2:12][CH:11]([C:14]2[CH:15]=[N:16][CH:17]=[C:18]([C:22]3[CH:23]=[N:24][C:25]4[N:26]([C:32](=[O:34])[NH2:33])[CH2:27][CH2:28][CH2:29][C:30]=4[CH:31]=3)[C:19]=2[C:20]#[N:21])[CH2:10][CH2:9]1)=O)(C)(C)C.F[C:36](F)(F)C(O)=O>C(Cl)Cl>[C:6]([N:8]1[CH2:9][CH2:10][CH:11]([C:14]2[CH:15]=[N:16][CH:17]=[C:18]([C:22]3[CH:31]=[C:30]4[C:25](=[N:24][CH:23]=3)[N:26]([C:32]([NH2:33])=[O:34])[CH2:27][CH2:28][CH2:29]4)[C:19]=2[C:20]#[N:21])[CH2:12][CH2:13]1)(=[O:5])[CH3:36]. Procedure details: The crude 5-(8-carbamoyl-5,6,7,8-tetrahydro-[1,8]naphthyridin-3-yl)-4-cyano-3′,4′,5′,6′-tetrahydro-2′H-[3,4′]bipyridinyl-1′-carboxylic acid tert-butyl ester (0.22 mmol) is dissolved in DCM (2.0 mL) and trifluoroacetic acid (0.5 mL) is added. The mixture is stirred for 16 hrs and all the solvent is removed in vacuo. The residue is dissolved in MeOH and is passed through StratoSpheres SPE PL-HCO3 cartridge. The solution is concentrated to give the crude 6-(4-cyano-1′,2′,3′,4′,5′,6′-hexahydro-[3,4]... The reactants are O=C([O-])O, COC(=O)c1ccc(-c2ccnc(C#N)c2)cc1, [Na+], O=S(=O)(O)O. Product: COC(=O)c1ccc(-c2ccnc(C(N)=O)c2)cc1. Reaction SMILES: [C:19]([O-:20])(=[O:21])[OH:22].[C:1](#[N:2])[c:3]1[n:4][cH:5][cH:6][c:7](-[c:9]2[cH:10][cH:11][c:12]([C:13](=[O:14])[O:15][CH3:16])[cH:17][cH:18]2)[cH:8]1.[Na+:23].[S:24](=[O:25])(=[O:26])([OH:27])[OH:28]>>[C:1]([NH2:2])([c:3]1[n:4][cH:5][cH:6][c:7](-[c:9]2[cH:10][cH:11][c:12]([C:13](=[O:14])[O:15][CH3:16])[cH:17][cH:18]2)[cH:8]1)=[O:20]. Reactants: BrB(Br)Br, COc1ccc(Oc2c(Br)cc(O)cc2Br)cc1Cc1ccc(F)cc1, CCOC(C)=O, ClCCl. The product is Oc1cc(Br)c(Oc2ccc(O)c(Cc3ccc(F)cc3)c2)c(Br)c1. As a reaction SMILES: [B:30]([Br:31])([Br:32])[Br:33].[Br:1][c:2]1[cH:3][c:4]([OH:26])[cH:5][c:6]([Br:25])[c:7]1[O:8][c:9]1[cH:10][c:11]([CH2:17][c:18]2[cH:19][cH:20][c:21]([F:24])[cH:22][cH:23]2)[c:12]([O:15][CH3:16])[cH:13][cH:14]1.[CH3:34][CH2:35][O:36][C:37](=[O:38])[CH3:39].[Cl:27][CH2:28][Cl:29]>>[Br:1][c:2]1[cH:3][c:4]([OH:26])[cH:5][c:6]([Br:25])[c:7]1[O:8][c:9]1[cH:10][c:11]([CH2:17][c:18]2[cH:19][cH:20][c:21]([F:24])[cH:22][cH:23]2)[c:12]([OH:15])[cH:13][cH:14]1. Starting materials: C1CCOC1, CS(=O)(=O)c1ccc2c(ccn2N)c1, C[Si](C)(C)[N-][Si](C)(C)C, [Cl-], Cc1nc(-c2cccc(F)c2)ncc1C(=O)O, [Na+], c1ccncc1. Product: Cc1nc(-c2cccc(F)c2)ncc1C(=O)Nn1ccc2cc(S(C)(=O)=O)ccc21. Reaction SMILES: [CH2:43]1[O:44][CH2:45][CH2:46][CH2:47]1.[CH3:29][S:30](=[O:31])(=[O:32])[c:33]1[cH:34][c:35]2[cH:36][cH:37][n:38]([NH2:42])[c:39]2[cH:40][cH:41]1.[CH3:2][Si:3]([N-:4][Si:5]([CH3:6])([CH3:7])[CH3:8])([CH3:9])[CH3:10].[Cl-:11].[F:12][c:13]1[cH:14][c:15](-[c:19]2[n:20][cH:21][c:22]([C:26](=[O:27])[OH:28])[c:23]([CH3:25])[n:24]2)[cH:16][cH:17][cH:18]1.[Na+:1].[cH:48]1[cH:49][cH:50][n:51][cH:52][cH:53]1>>[F:12][c:13]1[cH:14][c:15](-[c:19]2[n:20][cH:21][c:22]([C:26](=[O:28])[NH:42][n:38]3[cH:37][cH:36][c:35]4[cH:34][c:33]([S:30]([CH3:29])(=[O:31])=[O:32])[cH:41][cH:40][c:39]43)[c:23]([CH3:25])[n:24]2)[cH:16][cH:17][cH:18]1. Reactants: BrCc1ccccc1-c1ccccc1, O=C([O-])[O-], CC#N, COc1ccc(N)cc1OC, [I-], [K+], [K+], [K+]. The product is COc1ccc(NCc2ccccc2-c2ccccc2)cc1OC. As a reaction SMILES: [Br:20][CH2:21][c:22]1[c:23](-[c:28]2[cH:29][cH:30][cH:31][cH:32][cH:33]2)[cH:24][cH:25][cH:26][cH:27]1.[C:1](=[O:2])([O-:3])[O-:4].[CH3:34][C:35]#[N:36].[CH3:9][O:10][c:11]1[cH:12][c:13]([NH2:14])[cH:15][cH:16][c:17]1[O:18][CH3:19].[I-:8].[K+:5].[K+:6].[K+:7]>>[CH3:9][O:10][c:11]1[cH:12][c:13]([NH:14][CH2:21][c:22]2[c:23](-[c:28]3[cH:29][cH:30][cH:31][cH:32][cH:33]3)[cH:24][cH:25][cH:26][cH:27]2)[cH:15][cH:16][c:17]1[O:18][CH3:19]. Yields the product CN(C(OC(C)(C)C)=O)C1CCN(CC1)C1=NC(=CN=C1)C (tert-Butyl methyl(1-(6-methylpyrazin-2-yl)piperidin-4-yl)carbamate). Reactants: CN(C(OC(C)(C)C)=O)C1CCNCC1 (tert-butyl methyl(piperidin-4-yl)carbamate), ClC1=NC(=CN=C1)C (2-chloro-6-methylpyrazine), C=1C=CC(=CC1)P(C=2C=CC=CC2)C3=CC=C4C=CC=CC4=C3C5=C6C=CC=CC6=CC=C5P(C=7C=CC=CC7)C=8C=CC=CC8 (BINAP). Reagents/catalysts: C=1C=CC(=CC1)/C=C/C(=O)/C=C/C2=CC=CC=C2.C=1C=CC(=CC1)/C=C/C(=O)/C=C/C2=CC=CC=C2.C=1C=CC(=CC1)/C=C/C(=O)/C=C/C2=CC=CC=C2.[Pd].[Pd] (Pd2(dba)3). Run in C1(=CC=CC=C1)C (toluene). Procedure details: KOBut (483 mg, 4.32 mmol, 2.5 eq) was added at room temperature to a solution of tert-butyl methyl(piperidin-4-yl)carbamate (stage 3 AMN-60) (370 mg, 1.72 mmol, 1 eq) and 2-chloro-6-methylpyrazine (244 mg, 1.9 mmol, 1.1 eq) in toluene (50 ml) and the mixture was degassed for 30 min with argon. BINAP (64.5 mg, 0.103 mmol, 0.06 eq) and Pd2(dba)3 (31.6 mg, 0.034 mmol, 0.02 eq) were added and the reaction mixture was refluxed for 16 h. After cooling, concentration under reduced pressure was carried ... Yield: 47.0%. As a reaction SMILES: [CH3:1][N:2]([CH:10]1[CH2:15][CH2:14][NH:13][CH2:12][CH2:11]1)[C:3](=[O:9])[O:4][C:5]([CH3:8])([CH3:7])[CH3:6].Cl[C:17]1[CH:22]=[N:21][CH:20]=[C:19]([CH3:23])[N:18]=1.C1C=CC(P(C2C(C3C(P(C4C=CC=CC=4)C4C=CC=CC=4)=CC=C4C=3C=CC=C4)=C3C(C=CC=C3)=CC=2)C2C=CC=CC=2)=CC=1>C1(C)C=CC=CC=1.C1C=CC(/C=C/C(/C=C/C2C=CC=CC=2)=O)=CC=1.C1C=CC(/C=C/C(/C=C/C2C=CC=CC=2)=O)=CC=1.C1C=CC(/C=C/C(/C=C/C2C=CC=CC=2)=O)=CC=1.[Pd].[Pd]>[CH3:1][N:2]([CH:10]1[CH2:11][CH2:12][N:13]([C:17]2[CH:22]=[N:21][CH:20]=[C:19]([CH3:23])[N:18]=2)[CH2:14][CH2:15]1)[C:3](=[O:9])[O:4][C:5]([CH3:8])([CH3:6])[CH3:7] |f:4.5.6.7.8|. Reactants: CCOC(=O)N1CCC(=C2c3ccc(Cl)cc3CCc4cc(Br)cnc24)CC1, CN(C)c1ccc(cc1)B2OC(C)(C)C(C)(C)O2. Reagents/catalysts: CCN=P(N=P(N(C)C)(N(C)C)N(C)C)(N(C)C)N(C)C (P2-Et), CC(C)c1cc(C(C)C)c(-c2ccccc2[PH](C(C)(C)C)(C(C)(C)C)[Pd]2(OS(C)(=O)=O)Nc3ccccc3-c3ccccc32)c(C(C)C)c1 (tBuXphos G3). Run in CS(C)=O (DMSO), O (water), CS(C)=O (DMSO), CS(C)=O (DMSO), CS(C)=O (DMSO). Conditions: time 22 hour. Product: CCOC(=O)N1CCC(=C2c3ccc(Cl)cc3CCc4cc(cnc24)c5ccc(cc5)N(C)C)CC1, CCOC(=O)N1CCC(=C2c3ccc(Cl)cc3CCc4cc(Br)cnc24)CC1, c1ccc(-c2ccccc2)cc1.